Dataset: the Open Reaction Database (ORD), a public repository of structured organic reaction records. Task: describe an organic reaction: reactants, conditions, products, and yield The reactants are C(Cl)Cl (methylene chloride), [Na] (sodium), C(C)(C)(C)OC(=O)N(C(=O)OC(C)(C)C)C1=NC=C(C=C1C)CC1(C(OC(OC1=O)(C)C)=O)C (2-[N,N-bis(tert-butoxycarbonyl)amino]-3-methyl-5-(2,2,5-trimethyl-4,6-dioxo-[1,3]dioxan-5-ylmethyl)-pyridin). Run in C(C)O (ethanol), C(C)O (ethanol). Reaction conditions: time 60 minute. Product: C(C)OC(C(C(=O)O)(C)CC=1C=NC(=C(C1)C)N(C(=O)OC(C)(C)C)C(=O)OC(C)(C)C)=O (2-(6-[N,N-bis(tert-butoxycarbonyl)amino]-5-methyl-pyridin-3-ylmethyl)-2-methyl-malonic acid monoethyl ester). Isolated yield 101.8%. As a reaction SMILES: [Na].[C:2]([O:6][C:7]([N:9]([C:17]1[C:22]([CH3:23])=[CH:21][C:20]([CH2:24][C:25]2([CH3:35])[C:30](=[O:31])[O:29][C:28](C)([CH3:32])[O:27][C:26]2=[O:34])=[CH:19][N:18]=1)[C:10]([O:12][C:13]([CH3:16])([CH3:15])[CH3:14])=[O:11])=[O:8])([CH3:5])([CH3:4])[CH3:3].C(Cl)Cl>C(O)C>[CH2:28]([O:27][C:26](=[O:34])[C:25]([CH2:24][C:20]1[CH:19]=[N:18][C:17]([N:9]([C:10]([O:12][C:13]([CH3:16])([CH3:15])[CH3:14])=[O:11])[C:7]([O:6][C:2]([CH3:5])([CH3:3])[CH3:4])=[O:8])=[C:22]([CH3:23])[CH:21]=1)([CH3:35])[C:30]([OH:31])=[O:29])[CH3:32] |^1:0|. Procedure: A solution of sodium metal (184 mg, 8.0 mmol) in ethanol (20 mL) was added to a solution of crude 2-[N,N-bis(tert-butoxycarbonyl)amino]-3-methyl-5-(2,2,5-trimethyl-4,6-dioxo-[1,3]dioxan-5-ylmethyl)-pyridin (2.06 g, ˜4.0 mmol) in ethanol (20 mL) under argon. The reaction was stirred for 60 min. and methylene chloride was then added. The mixture was washed with 0.5 M HCl and brine, dried and concented under reduced pressure to give crude 2-(6-[N,N-bis(tert-butoxycarbonyl)amino]-5-methyl-pyridin-3-... Starting materials: CI, CN(C)C=O, Cc1cc(F)c([N+](=O)[O-])cc1O, [K+], [K+], O=C([O-])[O-]. Yields the product COc1cc([N+](=O)[O-])c(F)cc1C. Reaction SMILES: [CH3:19][I:20].[CH3:21][N:22]([CH3:23])[CH:24]=[O:25].[F:1][c:2]1[cH:3][c:4]([CH3:12])[c:5]([OH:11])[cH:6][c:7]1[N+:8](=[O:9])[O-:10].[K+:13].[K+:14].[O-:15][C:16]([O-:17])=[O:18]>>[F:1][c:2]1[cH:3][c:4]([CH3:12])[c:5]([O:11][CH3:16])[cH:6][c:7]1[N+:8](=[O:9])[O-:10]. Product: Cn1nc(-c2c(F)cccc2Cl)nc1-c1ccc(COc2ccc(C(F)(F)F)cc2F)c(Cl)c1. Reactants: O=C([O-])[O-], CN(C)C=O, Cn1nc(-c2c(F)cccc2Cl)nc1-c1ccc(CCl)c(Cl)c1, Oc1ccc(C(F)(F)F)cc1F, [K+], [K+], O. As a reaction SMILES: [C:29](=[O:30])([O-:31])[O-:32].[CH3:1][N:2]([CH3:3])[CH:4]=[O:5].[Cl:6][c:7]1[cH:8][c:9](-[c:15]2[n:16][c:17](-[c:21]3[c:22]([Cl:28])[cH:23][cH:24][cH:25][c:26]3[F:27])[n:18][n:19]2[CH3:20])[cH:10][cH:11][c:12]1[CH2:13][Cl:14].[F:35][c:36]1[c:37]([OH:46])[cH:38][cH:39][c:40]([C:42]([F:43])([F:44])[F:45])[cH:41]1.[K+:33].[K+:34].[OH2:47]>>[Cl:6][c:7]1[cH:8][c:9](-[c:15]2[n:16][c:17](-[c:21]3[c:22]([Cl:28])[cH:23][cH:24][cH:25][c:26]3[F:27])[n:18][n:19]2[CH3:20])[cH:10][cH:11][c:12]1[CH2:13][O:46][c:37]1[c:36]([F:35])[cH:41][c:40]([C:42]([F:43])([F:44])[F:45])[cH:39][cH:38]1. As a reaction SMILES: [Cl:1][C:2]1[NH:3][CH:4]=[C:5]([N+:7]([O-:9])=[O:8])[N:6]=1.[Si:10]([O:17][CH2:18][CH:19]([O:22][CH:23]1[CH2:28][CH2:27][CH2:26][CH2:25][O:24]1)[CH2:20]Cl)([C:13]([CH3:16])([CH3:15])[CH3:14])([CH3:12])[CH3:11]>>[Si:10]([O:17][CH2:18][CH:19]([O:22][CH:23]1[CH2:28][CH2:27][CH2:26][CH2:25][O:24]1)[CH2:20][N:3]1[CH:4]=[C:5]([N+:7]([O-:9])=[O:8])[N:6]=[C:2]1[Cl:1])([C:13]([CH3:16])([CH3:14])[CH3:15])([CH3:12])[CH3:11]. The product is [Si](C)(C)(C(C)(C)C)OCC(CN1C(=NC(=C1)[N+](=O)[O-])Cl)OC1OCCCC1 (1-[3-(tert-butyldimethylsilanyloxy)-2-(tetrahydropyran-2-yloxy)propyl]-2-chloro-4-nitroimidazole). Isolated yield 49.5%. Starting materials: ClC=1NC=C(N1)[N+](=O)[O-] (2-chloro-4-nitroimidazole), [Si](C)(C)(C(C)(C)C)OCC(CCl)OC1OCCCC1 (1-(tert-butyldimethylsilanyloxy)-3-chloro-2-(tetrahydropyran-2-yloxy)propane). Procedure details: Similar to Example 28, the objective compound was synthesized from 2-chloro-4-nitroimidazole (2.15 g) and 1-(tert-butyldimethylsilanyloxy)-3-chloro-2-(tetrahydropyran-2-yloxy)propane (12 g), there was obtained 1-[3-(tert-butyldimethylsilanyloxy)-2-(tetrahydropyran-2-yloxy)propyl]-2-chloro-4-nitroimidazole (3.03 g, yield: 74.3%) as colorless liquid product. RXN SMILES: [CH2:1]([S:5]([NH:8][CH:9]1[CH2:17][C:16]2[C:11](=[CH:12][CH:13]=[C:14]([C:18]3[CH:19]=[CH:20][C:21](=[O:27])[N:22]([CH2:24][C:25]#[N:26])[N:23]=3)[CH:15]=2)[CH2:10]1)(=[O:7])=[O:6])[CH2:2][CH2:3][CH3:4].[N-:28]=[N+:29]=[N-:30].[Na+].[Cl-].[NH4+].Cl>CN(C)C=O.O>[CH2:1]([S:5]([NH:8][CH:9]1[CH2:17][C:16]2[C:11](=[CH:12][CH:13]=[C:14]([C:18]3[CH:19]=[CH:20][C:21](=[O:27])[N:22]([CH2:24][C:25]4[NH:30][N:29]=[N:28][N:26]=4)[N:23]=3)[CH:15]=2)[CH2:10]1)(=[O:6])=[O:7])[CH2:2][CH2:3][CH3:4] |f:1.2,3.4|. The solvent is CN(C=O)C (dimethylformamide), O (water). Product: C(CCC)S(=O)(=O)NC1CC2=CC=C(C=C2C1)C=1C=CC(N(N1)CC1=NN=NN1)=O (2-n-butylsulfonylamino-5-[2-(5-tetrazolyl)methylpyridazin-3(2H)-on-6-yl]indane). Yield: 88.4%. Reactants: Cl (hydrochloric acid), [N-]=[N+]=[N-].[Na+] (sodium azide), [Cl-].[NH4+] (ammonium chloride), C(CCC)S(=O)(=O)NC1CC2=CC=C(C=C2C1)C=1C=CC(N(N1)CC#N)=O (2-n-butylsulfonylamino-5-[2-cyanomethylpyridazin-3(2H)-on-6-yl]indane). Reported procedure: To 2.23 g of 2-n-butylsulfonylamino-5-[2-cyanomethylpyridazin-3(2H)-on-6-yl]indane dissolved in 45 ml of dimethylformamide were added 1.8 g of sodium azide and 1.5 g of ammonium chloride, and the mixture was stirred at 95° C. for 3.5 hours. After cooling, water was added to the reaction mixture, and the mixture was made acidic with 10% hydrochloric acid. Crystals precipitated were collected by filtration, dried and then recrystallized from methanol to obtain 2.19 g of 2-n-butylsulfonylamino-5-[2... Conditions: temperature 95 celsius, time 3.5 hour.